Dataset: the Open Reaction Database (ORD), a public repository of structured organic reaction records. Task: describe an organic reaction: reactants, conditions, products, and yield The reactants are C(C)(C)(C)OC(NC1=NC=CC(=C1)CC(C1=CC=CC=C1)(O)C1CC1)=O ([4-(2-Cyclopropyl-2-hydroxy-2-phenyl-ethyl)-pyridin-2-yl]-carbamic acid tert-butyl ester), S(=O)(Cl)Cl (thionyl chloride), C(=O)(O)[O-].[Na+] (NaHCO3), O (water). The reagents and catalysts are CN(C1=CC=NC=C1)C (4-dimethylaminopyridine). Run in N1=CC=CC=C1 (pyridine). Reaction conditions: time 3 hour. Yields the product C(C)(C)(C)OC(NC1=NC=CC(=C1)C=C(C1=CC=CC=C1)C1CC1)=O ([4-(2-Cyclopropyl-2-phenyl-vinyl)-pyridin-2-yl]-carbamic acid tert-butyl ester). The yield is 35.4%. As a reaction SMILES: [C:1]([O:5][C:6](=[O:26])[NH:7][C:8]1[CH:13]=[C:12]([CH2:14][C:15]([CH:23]2[CH2:25][CH2:24]2)(O)[C:16]2[CH:21]=[CH:20][CH:19]=[CH:18][CH:17]=2)[CH:11]=[CH:10][N:9]=1)([CH3:4])([CH3:3])[CH3:2].S(Cl)(Cl)=O.C([O-])(O)=O.[Na+].O>CN(C)C1C=CN=CC=1.N1C=CC=CC=1>[C:1]([O:5][C:6](=[O:26])[NH:7][C:8]1[CH:13]=[C:12]([CH:14]=[C:15]([CH:23]2[CH2:24][CH2:25]2)[C:16]2[CH:21]=[CH:20][CH:19]=[CH:18][CH:17]=2)[CH:11]=[CH:10][N:9]=1)([CH3:4])([CH3:2])[CH3:3] |f:2.3|. Procedure: [4-(2-Cyclopropyl-2-hydroxy-2-phenyl-ethyl)-pyridin-2-yl]-carbamic acid tert-butyl ester (280 mg, 0.79 mmol) and 4-dimethylaminopyridine (97 mg, 0.79 mmol) are dissovled in pyridine (3.0 mL) and thionyl chloride (0.12 mL, 1.6 mmol) is added at 0° C. After the mixture is stirred for 3 hrs at room temperature, saturated NaHCO3 aqueous solution (4 mL) is added along with water (20 ml). The mixture is extracted with EtOAc (3×25 mL) and the organic layers are combined and concentrated to give the cru... Reactants: CCCCCCCCc1ccc2c(c1)CCC(Br)C2=O, CCOC(=O)C(NC(C)=O)C(=O)OCC, [H-], [Na+], CN(C)C=O. Product: CCCCCCCCc1ccc2c(c1)CCC(C(NC(C)=O)(C(=O)OCC)C(=O)OCC)C2=O. RXN SMILES: [Br:18][CH:19]1[C:20](=[O:37])[c:21]2[cH:22][cH:23][c:24]([CH2:29][CH2:30][CH2:31][CH2:32][CH2:33][CH2:34][CH2:35][CH3:36])[cH:25][c:26]2[CH2:27][CH2:28]1.[C:3]([CH3:4])(=[O:5])[NH:6][CH:7]([C:8](=[O:9])[O:10][CH2:11][CH3:12])[C:13](=[O:14])[O:15][CH2:16][CH3:17].[H-:1].[Na+:2].[O:38]=[CH:39][N:40]([CH3:41])[CH3:42]>>[C:3]([CH3:4])(=[O:5])[NH:6][C:7]([C:8](=[O:9])[O:10][CH2:11][CH3:12])([C:13](=[O:14])[O:15][CH2:16][CH3:17])[CH:19]1[C:20](=[O:37])[c:21]2[cH:22][cH:23][c:24]([CH2:29][CH2:30][CH2:31][CH2:32][CH2:33][CH2:34][CH2:35][CH3:36])[cH:25][c:26]2[CH2:27][CH2:28]1. The reactants are FC=1C=C2C=CC=C(C2=CC1)OS(=O)(=O)C(F)(F)F (Trifluoro-methanesulfonic acid 6-fluoro-naphthalen-1-yl ester), C(=O)(OC(C)(C)C)N1CCNCC1 (1-Boc-piperazine), C1(CCCCC1)P(C1=C(C=CC=C1)C1=CC=CC=C1)C1CCCCC1 (2-(dicyclohexylphosphino)-biphenyl), CC(C)([O-])C.[Na+] (sodium tert-butoxide). Reagents/catalysts: C(C)(=O)[O-].[Pd+2].C(C)(=O)[O-] (palladium acetate). The solvent is C1(=CC=CC=C1)C (toluene). Conditions: temperature 80 celsius, time 30 minute. Product: C(C)(C)(C)OC(=O)N1CCN(CC1)C1=CC=CC2=CC(=CC=C12)F (4-(6-fluoro-naphthalen-1-yl)-piperazine-1-carboxylic acid tert-butyl ester). As a reaction SMILES: [F:1][C:2]1[CH:3]=[C:4]2[C:9](=[CH:10][CH:11]=1)[C:8](OS(C(F)(F)F)(=O)=O)=[CH:7][CH:6]=[CH:5]2.[C:20]([N:27]1[CH2:32][CH2:31][NH:30][CH2:29][CH2:28]1)([O:22][C:23]([CH3:26])([CH3:25])[CH3:24])=[O:21].C1(P(C2CCCCC2)C2C=CC=CC=2C2C=CC=CC=2)CCCCC1.CC(C)([O-])C.[Na+]>C1(C)C=CC=CC=1.C([O-])(=O)C.[Pd+2].C([O-])(=O)C>[C:23]([O:22][C:20]([N:27]1[CH2:32][CH2:31][N:30]([C:8]2[C:9]3[C:4](=[CH:3][C:2]([F:1])=[CH:11][CH:10]=3)[CH:5]=[CH:6][CH:7]=2)[CH2:29][CH2:28]1)=[O:21])([CH3:26])([CH3:24])[CH3:25] |f:3.4,6.7.8|. Reported procedure: A fourth intermediate compound, 1-(6-Fluoro-naphthalen-1-yl)-piperazine, was produced as follows: Trifluoro-methanesulfonic acid 6-fluoro-naphthalen-1-yl ester (1.24 g, 4.23 mmol) and 1-Boc-piperazine (946 mg, 5.08 mmol) were dissolved in toluene (15 mL) and the mixture was degassed for 30 minutes. To this was added 2-(dicyclohexylphosphino)-biphenyl (148 mg, 0.42 mmol), palladium acetate (95 mg, 0.42 mmol), and sodium tert-butoxide (569 mg, 5.92 mmol). The mixture was stirred at 80° C. for 30 m... The reactants are C(C1=CC=CC=C1)Br (Benzyl bromide), O.C1(=CC(O)=CC(C)=C1)O (Orcinol monohydrate), [H-].[Na+] (NaH), O (Water). Run in CN(C=O)C (N,N-dimethylformamide), CN(C=O)C (N,N-dimethylformamide), CN(C=O)C (N,N-dimethylformamide). Run at time 20 minute. Yields the product C(C1=CC=CC=C1)OC=1C=C(C=C(C1)C)O (3-Benzyloxy-5-methylphenol). The yield is 31.7%. Reaction SMILES: O.[C:2]1([OH:10])[CH:9]=[C:7]([CH3:8])[CH:6]=[C:4]([OH:5])[CH:3]=1.[H-].[Na+].[CH2:13](Br)[C:14]1[CH:19]=[CH:18][CH:17]=[CH:16][CH:15]=1.O>CN(C)C=O>[CH2:13]([O:5][C:4]1[CH:3]=[C:2]([OH:10])[CH:9]=[C:7]([CH3:8])[CH:6]=1)[C:14]1[CH:19]=[CH:18][CH:17]=[CH:16][CH:15]=1 |f:0.1,2.3|. Procedure: Orcinol monohydrate (7.10 g, 50 mmol) in N,N-dimethylformamide (20 mL) was added dropwise to NaH (2.4 g, 100 mmol) in N,N-dimethylformamide (60 mL). The reaction mixture was stirred at room temperature for 20 min. Benzyl bromide (8.55 g, 50 mmol) in N,N-dimethylformamide (20 mL) was then added, and the reaction mixture was stirred at ambient temperature for 2 hours. Water (100 mL) was added carefully followed by extraction by ethyl acetate (3×100 mL). The organic phase was washed with brine (2×5... The product is CC(Oc1cc(-n2ccnc2)sc1C(N)=O)c1ccccc1Cl. The reactants are COC(=O)c1sc(-n2ccnc2)cc1OC(C)c1ccccc1Cl, CCOCC, CO, N. RXN SMILES: [CH3:1][O:2][C:3](=[O:4])[c:5]1[s:6][c:7](-[n:20]2[cH:21][n:22][cH:23][cH:24]2)[cH:8][c:9]1[O:10][CH:11]([CH3:12])[c:13]1[c:14]([Cl:19])[cH:15][cH:16][cH:17][cH:18]1.[CH3:25][CH2:26][O:27][CH2:28][CH3:29].[CH3:31][OH:32].[NH3:30]>>[O:2]=[C:3]([c:5]1[s:6][c:7](-[n:20]2[cH:21][n:22][cH:23][cH:24]2)[cH:8][c:9]1[O:10][CH:11]([CH3:12])[c:13]1[c:14]([Cl:19])[cH:15][cH:16][cH:17][cH:18]1)[NH2:30]. Reaction SMILES: [C:26]([CH2:27][CH2:28][CH3:29])(=[O:30])[Cl:31].[CH:32]([Cl:33])([Cl:34])[Cl:35].[Cl:1][c:2]1[cH:3][cH:4][c:5]([NH:18][CH2:19][CH:20]2[CH2:21][CH2:22][NH:23][CH2:24][CH2:25]2)[c:6]([C:7](=[O:8])[NH:9][c:10]2[n:11][cH:12][c:13]([Cl:16])[cH:14][cH:15]2)[cH:17]1>>[Cl:1][c:2]1[cH:3][cH:4][c:5]([NH:18][CH2:19][CH:20]2[CH2:21][CH2:22][N:23]([C:26]([CH2:27][CH2:28][CH3:29])=[O:30])[CH2:24][CH2:25]2)[c:6]([C:7](=[O:8])[NH:9][c:10]2[n:11][cH:12][c:13]([Cl:16])[cH:14][cH:15]2)[cH:17]1. The reactants are CCCC(=O)Cl, ClC(Cl)Cl, O=C(Nc1ccc(Cl)cn1)c1cc(Cl)ccc1NCC1CCNCC1. Yields the product CCCC(=O)N1CCC(CNc2ccc(Cl)cc2C(=O)Nc2ccc(Cl)cn2)CC1. The reactants are FC1=NC=CC(=N1)C=1C(=C2N(CCNC2=O)C1C)C (7-(2-fluoropyrimidin-4-yl)-6,8-dimethyl-3,4-dihydro-2H-pyrrolo[1,2-a]pyrazin-1-one), NC1=CC=CC=C1 (aniline). Product: FC1=NC=CC(=N1)C=1C(=C2N(CCN(C2=O)C)C1C)C (7-(2-Fluoro-pyrimidin-4-yl)-2,6,8-trimethyl-3,4-dihydro-2H-pyrrolo[1,2-a]pyrazin-1-one). As a reaction SMILES: [F:1][C:2]1[N:7]=[C:6]([C:8]2[C:9]([CH3:19])=[C:10]3[C:15](=[O:16])[NH:14][CH2:13][CH2:12][N:11]3[C:17]=2[CH3:18])[CH:5]=[CH:4][N:3]=1.N[C:21]1C=CC=CC=1>>[F:1][C:2]1[N:7]=[C:6]([C:8]2[C:9]([CH3:19])=[C:10]3[C:15](=[O:16])[N:14]([CH3:21])[CH2:13][CH2:12][N:11]3[C:17]=2[CH3:18])[CH:5]=[CH:4][N:3]=1. Procedure details: The following compounds were prepared by reaction of 7-(2-fluoropyrimidin-4-yl)-6,8-dimethyl-3,4-dihydro-2H-pyrrolo[1,2-a]pyrazin-1-one with an the appropriate aniline